This data is from the Open Reaction Database (ORD), a public repository of structured organic reaction records. The task is: describe an organic reaction: reactants, conditions, products, and yield Reactants: O=C(c1c[nH]c2cc(Cl)ccc12)N1CCC(n2c(=O)[nH]c3ccccc32)CC1, [H-], O=C(Cl)N1CCCCC1, [Na+], CN(C)C=O. Yields the product O=C(c1cn(C(=O)N2CCCCC2)c2cc(Cl)ccc12)N1CCC(n2c(=O)[nH]c3ccccc32)CC1. As a reaction SMILES: [Cl:1][c:2]1[cH:3][cH:4][c:5]2[c:6]([C:11](=[O:12])[N:13]3[CH2:14][CH2:15][CH:16]([n:19]4[c:20](=[O:28])[nH:21][c:22]5[c:23]4[cH:24][cH:25][cH:26][cH:27]5)[CH2:17][CH2:18]3)[cH:7][nH:8][c:9]2[cH:10]1.[H-:30].[N:31]1([C:37](=[O:38])[Cl:39])[CH2:32][CH2:33][CH2:34][CH2:35][CH2:36]1.[Na+:29].[O:40]=[CH:41][N:42]([CH3:43])[CH3:44]>>[Cl:1][c:2]1[cH:3][cH:4][c:5]2[c:6]([C:11](=[O:12])[N:13]3[CH2:14][CH2:15][CH:16]([n:19]4[c:20](=[O:28])[nH:21][c:22]5[c:23]4[cH:24][cH:25][cH:26][cH:27]5)[CH2:17][CH2:18]3)[cH:7][n:8]([C:37]([N:31]3[CH2:32][CH2:33][CH2:34][CH2:35][CH2:36]3)=[O:38])[c:9]2[cH:10]1. The reactants are FC1=C(C=CC=C1)[C@H](C)NC=1SC(C(N1)=O)C (2-((S)-1-(2-fluorophenyl)ethylamino)-5-methylthiazol-4(5H)-one), BrC1=CC=C(C#N)C=C1 (4-bromobenzonitrile), C1(=CC=CC=C1)P(C1=C(C2=CC=CC=C2C=C1)C1=C(C=CC2=CC=CC=C12)P(C1=CC=CC=C1)C1=CC=CC=C1)C1=CC=CC=C1 (2-(diphenylphosphino)-1-(2-(diphenylphosphino)naphthalen-1-yl)naphthalene), C[Si](C)(C)[N-][Si](C)(C)C.[Na+] (NaN(TMS)2). Reagents/catalysts: C=1C=CC(=CC1)/C=C/C(=O)/C=C/C2=CC=CC=C2.C=1C=CC(=CC1)/C=C/C(=O)/C=C/C2=CC=CC=C2.C=1C=CC(=CC1)/C=C/C(=O)/C=C/C2=CC=CC=C2.[Pd].[Pd] (Pd2(dba)3). Run in C1(=CC=CC=C1)C (toluene). Reaction conditions: temperature 95 celsius, time 8 hour. The product is FC1=C(C=CC=C1)[C@H](C)NC=1SC(C(N1)=O)(C)C1=CC=C(C#N)C=C1 (4-(2-((S)-1-(2-fluorophenyl)ethylamino)-5-methyl-4-oxo-4,5-dihydrothiazol-5-yl)benzonitrile). RXN SMILES: [F:1][C:2]1[CH:7]=[CH:6][CH:5]=[CH:4][C:3]=1[C@@H:8]([NH:10][C:11]1[S:12][CH:13]([CH3:17])[C:14](=[O:16])[N:15]=1)[CH3:9].Br[C:19]1[CH:26]=[CH:25][C:22]([C:23]#[N:24])=[CH:21][CH:20]=1.C1(P(C2C=CC=CC=2)C2C=CC3C(=CC=CC=3)C=2C2C3C(=CC=CC=3)C=CC=2P(C2C=CC=CC=2)C2C=CC=CC=2)C=CC=CC=1.C[Si]([N-][Si](C)(C)C)(C)C.[Na+]>C1C=CC(/C=C/C(/C=C/C2C=CC=CC=2)=O)=CC=1.C1C=CC(/C=C/C(/C=C/C2C=CC=CC=2)=O)=CC=1.C1C=CC(/C=C/C(/C=C/C2C=CC=CC=2)=O)=CC=1.[Pd].[Pd].C1(C)C=CC=CC=1>[F:1][C:2]1[CH:7]=[CH:6][CH:5]=[CH:4][C:3]=1[C@@H:8]([NH:10][C:11]1[S:12][C:13]([C:19]2[CH:26]=[CH:25][C:22]([C:23]#[N:24])=[CH:21][CH:20]=2)([CH3:17])[C:14](=[O:16])[N:15]=1)[CH3:9] |f:3.4,5.6.7.8.9|. Reported procedure: To a mixture of 2-((S)-1-(2-fluorophenyl)ethylamino)-5-methylthiazol-4(5H)-one (0.0500 g, 0.198 mmol), 4-bromobenzonitrile (Aldrich, 0.0721 g, 0.396 mmol), Pd2(dba)3 (Aldrich, 0.0127 g, 0.0139 mmol), 2-(diphenylphosphino)-1-(2-(diphenylphosphino)naphthalen-1-yl)naphthalene (Strem, 0.0123 g, 0.0198 mmol), and NaN(TMS)2 (Aldrich, 0.0727 g, 0.396 mmol) was added toluene (2 mL) in a dry box. The mixture was gradually heated to 95° C. and stirred overnight. The reaction was cooled to ambient temp. an... The reactants are COC(=O)C=1SC(=C(C1CBr)C1=CC=C(C=C1)SC)C1=CC=CC=C1 (3-bromomethyl-4-(4-(methylthio)phenyl)-5-phenyl-thiopene-2-carboxylic acid methyl ester), [C-]#N.[K+] (KCN), COC(=O)C=1SC(=C(C1CBr)C1=CC=C(C=C1)SC)C1=CC=C(C=C1)F (3-Bromomethyl-5-(4-fluorophenyl)-4-(4-(methylthio) phenyl)thiophene-2-carboxylic acid methyl ester), FC1=CC=C(C=O)C=C1 (4-fluorobenz-aldehyde). The solvent is CS(=O)C (DMSO), O (H2O). Conditions: time 15 minute. The product is COC(=O)C=1SC(=C(C1CC#N)C1=CC=C(C=C1)SC)C1=CC=CC=C1 (3-Cyanomethyl-4-(4-(methylthio)phenyl)-5-phenyl-thiopene-2-carboxylic acid methyl ester). RXN SMILES: [CH3:1][O:2][C:3]([C:5]1[S:6][C:7]([C:20]2[CH:25]=[CH:24][CH:23]=[CH:22][CH:21]=2)=[C:8]([C:12]2[CH:17]=[CH:16][C:15]([S:18][CH3:19])=[CH:14][CH:13]=2)[C:9]=1[CH2:10]Br)=[O:4].COC(C1SC(C2C=CC(F)=CC=2)=C(C2C=CC(SC)=CC=2)C=1CBr)=O.FC1C=CC(C=O)=CC=1.[C-:61]#[N:62].[K+]>CS(C)=O.O>[CH3:1][O:2][C:3]([C:5]1[S:6][C:7]([C:20]2[CH:25]=[CH:24][CH:23]=[CH:22][CH:21]=2)=[C:8]([C:12]2[CH:17]=[CH:16][C:15]([S:18][CH3:19])=[CH:14][CH:13]=2)[C:9]=1[CH2:10][C:61]#[N:62])=[O:4] |f:3.4|. Procedure details: To 3-bromomethyl-4-(4-(methylthio)phenyl)-5-phenyl-thiopene-2-carboxylic acid methyl ester (1 g, prepared by using the same procedure described for 3-bromomethyl-5-(fluorophenyl)-4-(4-(methylthio)phenyl)thiophene-2-carboxylic acid methyl ester of Example 8, Step 2 but substituting benzaldehyde for 4-fluorobenz-aldehyde) in DMSO (25 mL) in an ice bath was added powdered KCN. The mixture was stirred for 15 minutes at R.T., then H2O was added and the mixture was extracted with Et2O (2×), the organi... The reactants are CC#N, Cc1ccccc1, O=C=Nc1cc(F)cc(F)c1, Nc1ccc(-c2ccc(C(F)(F)F)cc2)cc1-c1noc(=O)[nH]1. Yields the product O=C(Nc1cc(F)cc(F)c1)Nc1ccc(-c2ccc(C(F)(F)F)cc2)cc1-c1noc(=O)[nH]1. RXN SMILES: [CH3:35][C:36]#[N:37].[CH3:38][c:39]1[cH:40][cH:41][cH:42][cH:43][cH:44]1.[F:24][c:25]1[cH:26][c:27]([N:32]=[C:33]=[O:34])[cH:28][c:29]([F:31])[cH:30]1.[NH2:1][c:2]1[c:3](-[c:18]2[n:19][o:20][c:21](=[O:23])[nH:22]2)[cH:4][c:5](-[c:8]2[cH:9][cH:10][c:11]([C:14]([F:15])([F:16])[F:17])[cH:12][cH:13]2)[cH:6][cH:7]1>>[NH:1]([c:2]1[c:3](-[c:18]2[n:19][o:20][c:21](=[O:23])[nH:22]2)[cH:4][c:5](-[c:8]2[cH:9][cH:10][c:11]([C:14]([F:15])([F:16])[F:17])[cH:12][cH:13]2)[cH:6][cH:7]1)[C:33]([NH:32][c:27]1[cH:26][c:25]([F:24])[cH:30][c:29]([F:31])[cH:28]1)=[O:34]. The reactants are C(C)OC(C(=CC=1SC=CC1)N=[N+]=[N-])=O (2-azido-3-thiophen-2-yl-acrylic acid ethyl ester), C(C)OC(C(=CC=1SC=CC1)N=[N+]=[N-])=O (2-azido-3-thiophen-2-yl-acrylic acid ethyl ester), O (water). The solvent is C1(=CC=CC=C1)C (toluene). The product is C(C)OC(=O)C1=CC2=C(N1)C=CS2 (4H-thieno[3,2-b]pyrrole-5-carboxylic acid ethyl ester). Isolated yield 80.0%. As a reaction SMILES: [CH2:1]([O:3][C:4](=[O:15])[C:5]([N:12]=[N+]=[N-])=[CH:6][C:7]1[S:8][CH:9]=[CH:10][CH:11]=1)[CH3:2].O>C1(C)C=CC=CC=1>[CH2:1]([O:3][C:4]([C:5]1[NH:12][C:11]2[CH:10]=[CH:9][S:8][C:7]=2[CH:6]=1)=[O:15])[CH3:2]. Procedure: The resulting azide, 2-azido-3-thiophen-2-yl-acrylic acid ethyl ester (650 mg, 2.88 mmol) was dissolved in toluene (40 ml) and the solution was refluxed for 2 hours. The solution was thereafter cooled, and water (80 ml) was added. After separation of the phases the aqueous phase was extracted with ethyl acetate (3×20 ml), the combined organic phase was dried over Na2SO4 and the organic solvents were evaporated under reduced pressure. The crude product was purified by silica gel flash chromatogra... Reactants: O=C(Cl)Oc1ccccc1, CCCCCSc1nsc(N)c1C(N)=O, C1CCOC1, c1ccncc1. Yields the product CCCCCSc1nsc(NC(=O)Oc2ccccc2)c1C(N)=O. RXN SMILES: [Cl:22][C:23](=[O:24])[O:25][c:26]1[cH:27][cH:28][cH:29][cH:30][cH:31]1.[NH2:1][c:2]1[c:3]([C:13](=[O:14])[NH2:15])[c:4]([S:7][CH2:8][CH2:9][CH2:10][CH2:11][CH3:12])[n:5][s:6]1.[O:32]1[CH2:33][CH2:34][CH2:35][CH2:36]1.[cH:16]1[cH:17][cH:18][n:19][cH:20][cH:21]1>>[NH:1]([c:2]1[c:3]([C:13](=[O:14])[NH2:15])[c:4]([S:7][CH2:8][CH2:9][CH2:10][CH2:11][CH3:12])[n:5][s:6]1)[C:23](=[O:24])[O:25][c:26]1[cH:27][cH:28][cH:29][cH:30][cH:31]1. The reactants are BrC1=CC=C(C=C1)I (1-bromo-4-iodobenzene), N1CC(CCC1)O (piperidin-3-ol), [O-]P(=O)([O-])[O-].[K+].[K+].[K+] (K3PO4). Reagents/catalysts: [Cu]I (copper (I) iodide). Run in CN(C=O)C (N,N-dimethylformamide). Yields the product BrC1=CC=C(C=C1)N1CC(CCC1)O (1-(4-bromophenyl) piperidin-3-ol). As a reaction SMILES: [Br:1][C:2]1[CH:7]=[CH:6][C:5](I)=[CH:4][CH:3]=1.[NH:9]1[CH2:14][CH2:13][CH2:12][CH:11]([OH:15])[CH2:10]1.[O-]P([O-])([O-])=O.[K+].[K+].[K+]>CN(C)C=O.[Cu]I>[Br:1][C:2]1[CH:7]=[CH:6][C:5]([N:9]2[CH2:14][CH2:13][CH2:12][CH:11]([OH:15])[CH2:10]2)=[CH:4][CH:3]=1 |f:2.3.4.5|. Procedure details: A solution of 1-bromo-4-iodobenzene (Aldrich, 4 g, 14.14 mmol), piperidin-3-ol (Aldrich, 1.14 g, 11.31 mmol), copper (I) iodide (0.269 g, 1.41 mmol) and K3PO4 (6.00 g, 28.3 mmol) in N,N-dimethylformamide (50 mL) under N2 were stirred at 100° C. for 48 h. The reaction mixture was poured into ice and extracted with ethyl acetate. The organic layer was washed successively with water and brine then dried over anhydrous Na2SO4, filtered through celite and concentrated under reduced pressure. The samp... Reactants: C1CCOC1, CCC(c1nn2ccc(C(=O)OC)c2c(=O)n1Cc1ccccc1)N(CCCNC(=O)OC(C)(C)C)C(=O)c1ccc(C)cc1, CO, [Li+], [OH-]. Yields the product CCC(c1nn2ccc(C(=O)O)c2c(=O)n1Cc1ccccc1)N(CCCNC(=O)OC(C)(C)C)C(=O)c1ccc(C)cc1. As a reaction SMILES: [CH2:50]1[O:51][CH2:52][CH2:53][CH2:54]1.[CH3:3][O:4][C:5](=[O:6])[c:7]1[cH:8][cH:9][n:10]2[n:11][c:12]([CH:24]([CH2:25][CH3:26])[N:27]([C:28]([c:29]3[cH:30][cH:31][c:32]([CH3:35])[cH:33][cH:34]3)=[O:36])[CH2:37][CH2:38][CH2:39][NH:40][C:41](=[O:42])[O:43][C:44]([CH3:45])([CH3:46])[CH3:47])[n:13]([CH2:17][c:18]3[cH:19][cH:20][cH:21][cH:22][cH:23]3)[c:14](=[O:16])[c:15]12.[CH3:48][OH:49].[Li+:1].[OH-:2]>>[O:4]=[C:5]([OH:6])[c:7]1[cH:8][cH:9][n:10]2[n:11][c:12]([CH:24]([CH2:25][CH3:26])[N:27]([C:28]([c:29]3[cH:30][cH:31][c:32]([CH3:35])[cH:33][cH:34]3)=[O:36])[CH2:37][CH2:38][CH2:39][NH:40][C:41](=[O:42])[O:43][C:44]([CH3:45])([CH3:46])[CH3:47])[n:13]([CH2:17][c:18]3[cH:19][cH:20][cH:21][cH:22][cH:23]3)[c:14](=[O:16])[c:15]12.